Dataset: the Open Reaction Database (ORD), a public repository of structured organic reaction records. Task: describe an organic reaction: reactants, conditions, products, and yield Starting materials: CON(C([C@H](C)NC(OCC1=CC=CC=C1)=O)=O)C (benzyl {(2S)-1-[methoxy(methyl)amino]-1-oxopropan-2-yl}carbamate), BrC=1C=C(C=C(C1)F)C(F)(F)F (3-bromo-5-fluorobenzotrifluoride), C(C)(C)[Mg]Cl (isopropylmagnesium chloride). Run in [Cl-].[Na+].O (brine), C1CCOC1 (THF). Conditions: temperature -20 celsius. Yields the product FC=1C=C(C=C(C1)C(F)(F)F)C([C@H](C)NC(OCC1=CC=CC=C1)=O)=O (benzyl {(2S)-1-[3-fluoro-5-(trifluoromethyl)phenyl]-1-oxopropan-2-yl}carbamate). As a reaction SMILES: CON(C)[C:4](=[O:18])[C@@H:5]([NH:7][C:8](=[O:17])[O:9][CH2:10][C:11]1[CH:16]=[CH:15][CH:14]=[CH:13][CH:12]=1)[CH3:6].Br[C:21]1[CH:22]=[C:23]([C:28]([F:31])([F:30])[F:29])[CH:24]=[C:25]([F:27])[CH:26]=1.C([Mg]Cl)(C)C>C1COCC1.[Cl-].[Na+].O>[F:27][C:25]1[CH:26]=[C:21]([C:4](=[O:18])[C@@H:5]([NH:7][C:8](=[O:17])[O:9][CH2:10][C:11]2[CH:12]=[CH:13][CH:14]=[CH:15][CH:16]=2)[CH3:6])[CH:22]=[C:23]([C:28]([F:29])([F:30])[F:31])[CH:24]=1 |f:4.5.6|. Reported procedure: To a solution of the commercially available benzyl {(2S)-1-[methoxy(methyl)amino]-1-oxopropan-2-yl}carbamate (5.48 g, 20.58 mmol) and 3-bromo-5-fluorobenzotrifluoride (5 g, 20.58 mmol) in THF (52 ml) at −30° C. was added isopropylmagnesium chloride (20.58 ml, 41.2 mmol) dropwise under nitrogen. Removed the cold bath and allowed the reaction to age overnight to ambient temperature. The crude was cooled to −20° C. followed by addition of HC (1N, ice bath cold). The resulting mixture was worked up ... The reactants are C1(CCCCCO1)=O (ε-caprolactone), O1C(COCC1)=O (p-dioxanone), C(C(C)O)O (propylene glycol), CCCCC(CC)C(=O)[O-].CCCCC(CC)C(=O)[O-].[Sn+2] (stannous octoate). Solvent: C1(=CC=CC=C1)C (toluene). Run at temperature 140 celsius. The product is C1(CCCCCO1)=O.O1C(COCC1)=O (ε-CAPROLACTONE p-DIOXANONE). As a reaction SMILES: [C:1]1(=[O:8])[O:7][CH2:6][CH2:5][CH2:4][CH2:3][CH2:2]1.[O:9]1[CH2:14][CH2:13][O:12][CH2:11][C:10]1=[O:15].C(O)C(O)C.CCCCC(C([O-])=O)CC.CCCCC(C([O-])=O)CC.[Sn+2]>C1(C)C=CC=CC=1>[C:1]1(=[O:8])[O:7][CH2:6][CH2:5][CH2:4][CH2:3][CH2:2]1.[O:9]1[CH2:14][CH2:13][O:12][CH2:11][C:10]1=[O:15] |f:3.4.5,7.8|. Reported procedure: A flame dried, 250 mL, round bottom single neck flask was charged with 57.1 g (0.50 mole) of ε-caprolactone, 51.0 grams (0.50 mole) of p-dioxanone, 3.7 mL (50 mmol) of propylene glycol (USP), and 0.12 mL (34 μmol) of a 0.33M stannous octoate solution in toluene. The flask was fitted with a flame dried mechanical stirrer. The flask was purged with nitrogen three times before venting with nitrogen. The reaction mixture was heated to 140° C. and maintained at this temperature for about 24 hours and... Starting materials: COC1=CC=C2C=CC(=CC2=C1)C=1C2=CC=CC=C2C(=C2C=CC=CC12)C1=CC=CC2=CC=CC=C12 (9-(7-methoxynaphthalen-2-yl)-10-(naphthalen-1-yl)anthracene), Cl.N1=CC=CC=C1 (pyridine hydrochloride), CN1C(CCC1)=O (N-methylpyrrolidone). The solvent is O (water). Reaction conditions: temperature 200 celsius, time 6.5 hour. Yields the product C1(=CC=CC2=CC=CC=C12)C1=C2C=CC=CC2=C(C2=CC=CC=C12)C1=CC=C2C=CC(=CC2=C1)O (7-(10-(naphthalen-1-yl)anthracen-9-yl)naphthalene-2-ol). Reaction SMILES: C[O:2][C:3]1[CH:12]=[C:11]2[C:6]([CH:7]=[CH:8][C:9]([C:13]3[C:14]4[C:19]([C:20]([C:27]5[C:36]6[C:31](=[CH:32][CH:33]=[CH:34][CH:35]=6)[CH:30]=[CH:29][CH:28]=5)=[C:21]5[C:26]=3[CH:25]=[CH:24][CH:23]=[CH:22]5)=[CH:18][CH:17]=[CH:16][CH:15]=4)=[CH:10]2)=[CH:5][CH:4]=1.Cl.N1C=CC=CC=1.CN1CCCC1=O>O>[C:27]1([C:20]2[C:19]3[C:14](=[CH:15][CH:16]=[CH:17][CH:18]=3)[C:13]([C:9]3[CH:10]=[C:11]4[C:6]([CH:5]=[CH:4][C:3]([OH:2])=[CH:12]4)=[CH:7][CH:8]=3)=[C:26]3[C:21]=2[CH:22]=[CH:23][CH:24]=[CH:25]3)[C:36]2[C:31](=[CH:32][CH:33]=[CH:34][CH:35]=2)[CH:30]=[CH:29][CH:28]=1 |f:1.2|. Reported procedure: Under the nitrogen atmosphere, 9-(7-methoxynaphthalen-2-yl)-10-(naphthalen-1-yl)anthracene (17.5) as the third intermediate compound, pyridine hydrochloride (22.0 g) and N-methylpyrrolidone (35 ml) were added to a flask and stirred for 6.5 hours at 200° C. Once the heating is completed, the reaction solution was cooled to 100° C. or less, added with water, and the precipitated solid was collected by suction filtration. The crude product obtained was purified by silica gel column chromatography (... Reactants: C1(CC1)C1=C(N=C2N1C=CC=C2)C(=O)OCC (Ethyl 3-cyclopropylimidazo[1,2-a]pyridine-2-carboxylate), [OH-].[Na+] (sodium hydroxide), Cl (HCl). Solvent: CO (MeOH), O (H2O). Run at time 8 hour. Yields the product C1(CC1)C1=C(N=C2N1C=CC=C2)C(=O)O (3-Cyclopropylimidazo[1,2-a]pyridine-2-carboxylic acid). Isolated yield 92.0%. As a reaction SMILES: [CH:1]1([C:4]2[N:8]3[CH:9]=[CH:10][CH:11]=[CH:12][C:7]3=[N:6][C:5]=2[C:13]([O:15]CC)=[O:14])[CH2:3][CH2:2]1.[OH-].[Na+].Cl>CO.O>[CH:1]1([C:4]2[N:8]3[CH:9]=[CH:10][CH:11]=[CH:12][C:7]3=[N:6][C:5]=2[C:13]([OH:15])=[O:14])[CH2:2][CH2:3]1 |f:1.2|. Procedure details: To a solution of compound 12-B (1.04 g, 4.52 mmol) in MeOH (6 mL) and H2O (3 mL) was added sodium hydroxide (0.241 g, 6.04 mmol) and the reaction mixture was stirred at room temperature overnight. The mixture was acidified with 2N HCl to pH 4-5 and concentrated in vacuo. The resulting residue was taken up in EtOAc, and the organic layer was washed with H2O and then dried over Na2SO4. The mixture was filtered and the filtrate concentrated in vacuo to give Compound 12-C (0.841 g, 92%), which was u...